Dataset: the Open Reaction Database (ORD), a public repository of structured organic reaction records. Task: describe an organic reaction: reactants, conditions, products, and yield As a reaction SMILES: [CH3:1][O:2][C:3]([CH:4]([NH:5][C:6](=[O:7])[N:8]([CH3:9])[CH2:10][CH:11]([CH2:12][OH:13])[OH:14])[CH2:15][c:16]1[cH:17][cH:18][c:19]([O:22][CH3:23])[cH:20][cH:21]1)=[O:24].[ClH:25].[O:26]1[CH2:27][CH2:28][O:29][CH2:30][CH2:31]1.[OH2:32]>>[O:2]=[C:3]([CH:4]([NH:5][C:6](=[O:7])[N:8]([CH3:9])[CH2:10][CH:11]([CH2:12][OH:13])[OH:14])[CH2:15][c:16]1[cH:17][cH:18][c:19]([O:22][CH3:23])[cH:20][cH:21]1)[OH:24]. Reactants: COC(=O)C(Cc1ccc(OC)cc1)NC(=O)N(C)CC(O)CO, Cl, C1COCCO1, O. Product: COc1ccc(CC(NC(=O)N(C)CC(O)CO)C(=O)O)cc1. The product is FC1=CC=C(C=C1)N1C=CC=C1 (1-(4-fluorophenyl)pyrrole). The reactants are FC1=CC=C(N)C=C1 (4-Fluoroaniline), COC1OC(CC1)OC (2,5-dimethoxytetrahydrofuran), C(C)(=O)O (acetic acid). Procedure details: 4-Fluoroaniline (100 g) and 2,5-dimethoxytetrahydrofuran (124.9 g) were added to acetic acid (500 ml) and the mixture was stirred at a refluxing temperature for 1 h. After cooling to room temperature, the reaction mixture was added to water (2.5 Liters) and the mixture was stirred further for 30 min. The precipitated crystals were recrystallized from a mixed solvent of methanol-acetone (ratio=2:1) to give 1-(4-fluorophenyl)pyrrole (156 g), melting point: 57–58° C. Reaction conditions: time 1 hour. Run in O (water). Yield: 107.5%. As a reaction SMILES: [F:1][C:2]1[CH:8]=[CH:7][C:5]([NH2:6])=[CH:4][CH:3]=1.CO[CH:11]1[CH2:15][CH2:14][CH:13](OC)O1.C(O)(=O)C>O>[F:1][C:2]1[CH:8]=[CH:7][C:5]([N:6]2[CH:11]=[CH:15][CH:14]=[CH:13]2)=[CH:4][CH:3]=1. The reactants are O=C(Nc1cccc(-c2nn3ccccc3c2-c2ccnc(Cl)n2)c1)C(F)(F)F, Cl, Nc1cccc(-c2cnco2)c1. The product is Cl, O=C(Nc1cccc(-c2nn3ccccc3c2-c2ccnc(Nc3cccc(-c4cnco4)c3)n2)c1)C(F)(F)F. RXN SMILES: [Cl:1][c:2]1[n:3][cH:4][cH:5][c:6](-[c:8]2[c:9](-[c:17]3[cH:18][c:19]([NH:23][C:24]([C:25]([F:26])([F:27])[F:28])=[O:29])[cH:20][cH:21][cH:22]3)[n:10][n:11]3[c:12]2[cH:13][cH:14][cH:15][cH:16]3)[n:7]1.[ClH:42].[NH2:30][c:31]1[cH:32][c:33](-[c:37]2[cH:38][n:39][cH:40][o:41]2)[cH:34][cH:35][cH:36]1>>[ClH:1].[c:2]1([NH:30][c:31]2[cH:32][c:33](-[c:37]3[cH:38][n:39][cH:40][o:41]3)[cH:34][cH:35][cH:36]2)[n:3][cH:4][cH:5][c:6](-[c:8]2[c:9](-[c:17]3[cH:18][c:19]([NH:23][C:24]([C:25]([F:26])([F:27])[F:28])=[O:29])[cH:20][cH:21][cH:22]3)[n:10][n:11]3[c:12]2[cH:13][cH:14][cH:15][cH:16]3)[n:7]1. Reactants: CI, CN(C)C=O, NOCc1nnc2n1-c1ccc(Cl)cc1C(c1ccccc1)=NC2, [H-], [Na+]. The product is CNOCc1nnc2n1-c1ccc(Cl)cc1C(c1ccccc1)=NC2. RXN SMILES: [CH3:27][I:28].[CH3:29][N:30]([CH3:31])[CH:32]=[O:33].[Cl:1][c:2]1[cH:3][cH:4][c:5]2[c:6]([cH:24]1)[C:7]([c:18]1[cH:19][cH:20][cH:21][cH:22][cH:23]1)=[N:8][CH2:9][c:10]1[n:11]-2[c:12]([CH2:15][O:16][NH2:17])[n:13][n:14]1.[H-:25].[Na+:26]>>[Cl:1][c:2]1[cH:3][cH:4][c:5]2[c:6]([cH:24]1)[C:7]([c:18]1[cH:19][cH:20][cH:21][cH:22][cH:23]1)=[N:8][CH2:9][c:10]1[n:11]-2[c:12]([CH2:15][O:16][NH:17][CH3:27])[n:13][n:14]1. Starting materials: O (water), C(C)(=O)OC1=CC(=C(C2=CC(=CC=C12)OC)C1=CC=C(C=C1)Br)C(=O)OC (Methyl 4-acetoxy-1-(4-bromophenyl)-7-methoxy-2-naphthoate), COC1=C(C=CC(=C1)OC)B(O)O (2,4-dimethoxyphenylboronic acid), C([O-])([O-])=O.[Na+].[Na+] (sodium carbonate). Run in COCCOC (1,2-dimethoxyethane). Run at time 10 minute. The product is C(C)(=O)OC1=CC(=C(C2=CC(=CC=C12)OC)C1=CC=C(C=C1)C1=C(C=C(C=C1)OC)OC)C(=O)OC (methyl 4-acetoxy-1-(2′,4′-dimethoxy-[1,1′-biphenyl]-4-yl)-7-methoxy-2-naphthoate). Yield: 89.6%. RXN SMILES: [C:1]([O:4][C:5]1[C:14]2[C:9](=[CH:10][C:11]([O:15][CH3:16])=[CH:12][CH:13]=2)[C:8]([C:17]2[CH:22]=[CH:21][C:20](Br)=[CH:19][CH:18]=2)=[C:7]([C:24]([O:26][CH3:27])=[O:25])[CH:6]=1)(=[O:3])[CH3:2].[CH3:28][O:29][C:30]1[CH:35]=[C:34]([O:36][CH3:37])[CH:33]=[CH:32][C:31]=1B(O)O.C(=O)([O-])[O-].[Na+].[Na+].O>COCCOC>[C:1]([O:4][C:5]1[C:14]2[C:9](=[CH:10][C:11]([O:15][CH3:16])=[CH:12][CH:13]=2)[C:8]([C:17]2[CH:22]=[CH:21][C:20]([C:33]3[CH:32]=[CH:31][C:30]([O:29][CH3:28])=[CH:35][C:34]=3[O:36][CH3:37])=[CH:19][CH:18]=2)=[C:7]([C:24]([O:26][CH3:27])=[O:25])[CH:6]=1)(=[O:3])[CH3:2] |f:2.3.4|. Procedure details: In an oven-dried flask placed under a nitrogen atmosphere, the product of Step 3 (25 g), 2,4-dimethoxyphenylboronic acid (11.1 g) and sodium carbonate (14.2 g) were stirred in 1,2-dimethoxyethane (125 mL) and deionized water (40 mL). A nitrogen purge line was inserted directly into the reaction mixture for 10 minutes and then removed. Tetrakis(triphenylphosphine)palladium(0) (1.4 g) was added to the reaction mixture. It was heated to reflux for 4 hours. After cooling to room temperature, the rea... Starting materials: Cl (hydrochloric acid), S1C(=NC=C1)C1=CN=C2N1C=C(C=C2)C=2C(=NN(C2)C(C2=CC=CC=C2)(C2=CC=CC=C2)C2=CC=CC=C2)C2=CC=C(S2)C(=O)OC (methyl 5-{4-[3-(1,3-thiazol-2-yl)imidazo-[1,2-a)pyridin-6-yl]-1-trityl-1H-3-pyrazolyl}-2-thiophene carboxylate), [OH-].[Li+] (lithium hydroxide), C(C)O (ethanol). Solvent: O (water), O (water). The product is S1C(=NC=C1)C1=CN=C2N1C=C(C=C2)C=2C(=NN(C2)C(C2=CC=CC=C2)(C2=CC=CC=C2)C2=CC=CC=C2)C2=CC=C(S2)C(=O)O (5-(4-[3-(1,3-Thiazol-2-yl)imidazo[1,2-a]pyridin-6-yl]-1-trityl-1H-3-pyrazolyl}-2-thiophene carboxylic acid). The yield is 92.0%. Reaction SMILES: [S:1]1[CH:5]=[CH:4][N:3]=[C:2]1[C:6]1[N:10]2[CH:11]=[C:12]([C:15]3[C:16]([C:39]4[S:43][C:42]([C:44]([O:46]C)=[O:45])=[CH:41][CH:40]=4)=[N:17][N:18]([C:20]([C:33]4[CH:38]=[CH:37][CH:36]=[CH:35][CH:34]=4)([C:27]4[CH:32]=[CH:31][CH:30]=[CH:29][CH:28]=4)[C:21]4[CH:26]=[CH:25][CH:24]=[CH:23][CH:22]=4)[CH:19]=3)[CH:13]=[CH:14][C:9]2=[N:8][CH:7]=1.[OH-].[Li+].C(O)C.Cl>O>[S:1]1[CH:5]=[CH:4][N:3]=[C:2]1[C:6]1[N:10]2[CH:11]=[C:12]([C:15]3[C:16]([C:39]4[S:43][C:42]([C:44]([OH:46])=[O:45])=[CH:41][CH:40]=4)=[N:17][N:18]([C:20]([C:27]4[CH:32]=[CH:31][CH:30]=[CH:29][CH:28]=4)([C:33]4[CH:38]=[CH:37][CH:36]=[CH:35][CH:34]=4)[C:21]4[CH:22]=[CH:23][CH:24]=[CH:25][CH:26]=4)[CH:19]=3)[CH:13]=[CH:14][C:9]2=[N:8][CH:7]=1 |f:1.2|. Procedure details: 1.20 g methyl 5-{4-[3-(1,3-thiazol-2-yl)imidazo-[1,2-a)pyridin-6-yl]-1-trityl-1H-3-pyrazolyl}-2-thiophene carboxylate obtained in Example 442, 0.16 g lithium hydroxide, 30 mL ethanol and 15 mL water were heated at 85° C. for 5 hours. Under ice-cooling, the reaction solution was neutralized by adding water and 1 N aqueous hydrochloric acid and then extracted with ethyl acetate, and the organic layer was dried over anhydrous sodium sulfate. The drying agent was removed, and the solvent was concent... Starting materials: Cl (hydrogen chloride), C(C)(C)(C)OC(=O)N1CCC(CC1)N1C(C(=C(C=C1)C(=O)OC)C)=O (methyl 1-(1-(tert-butoxycarbonyl)piperidin-4-yl)-3-methyl-2-oxo-1,2-dihydropyridine-4-carboxylate), C(C)(C)OC(C)C (Diisopropyl ether). Conditions: time 18 hour. Product: Cl.CC=1C(N(C=CC1C(=O)OC)C1CCNCC1)=O (Methyl 3-methyl-2-oxo-1-(piperidin-4-yl)-1,2-dihydropyridine-4-carboxylate hydrochoride). As a reaction SMILES: [ClH:1].C(OC([N:9]1[CH2:14][CH2:13][CH:12]([N:15]2[CH:20]=[CH:19][C:18]([C:21]([O:23][CH3:24])=[O:22])=[C:17]([CH3:25])[C:16]2=[O:26])[CH2:11][CH2:10]1)=O)(C)(C)C.C(OC(C)C)(C)C>>[ClH:1].[CH3:25][C:17]1[C:16](=[O:26])[N:15]([CH:12]2[CH2:11][CH2:10][NH:9][CH2:14][CH2:13]2)[CH:20]=[CH:19][C:18]=1[C:21]([O:23][CH3:24])=[O:22] |f:3.4|. Reported procedure: To 2M hydrogen chloride (2-propanol solution 2.85 L) was added methyl 1-(1-(tert-butoxycarbonyl)piperidin-4-yl)-3-methyl-2-oxo-1,2-dihydropyridine-4-carboxylate (200 g) at room temperature. The mixture was stirred at room temperature for 18 hours. Diisopropyl ether (11.5 L) was added to the reaction mixture and the precipitate was collected by filtration, washed with diisopropyl ether (2.86 L) to give the title compound (163.2 g). Reactants: ClC1=C(C#N)C=CC(=N1)C(F)(F)F (2-chloro-6-trifluoromethylnicotinonitrile), COC1=C(C=CC=C1)B(O)O (2-methoxyphenylboronic acid). The product is COC1=C(C=CC=C1)C1=C(C#N)C=CC(=N1)C(F)(F)F (2-(2-Methoxy-phenyl)-6-trifluoromethyl-nicotinonitrile). Isolated yield 91.0%. Reaction SMILES: Cl[C:2]1[N:9]=[C:8]([C:10]([F:13])([F:12])[F:11])[CH:7]=[CH:6][C:3]=1[C:4]#[N:5].[CH3:14][O:15][C:16]1[CH:21]=[CH:20][CH:19]=[CH:18][C:17]=1B(O)O>>[CH3:14][O:15][C:16]1[CH:21]=[CH:20][CH:19]=[CH:18][C:17]=1[C:2]1[N:9]=[C:8]([C:10]([F:13])([F:12])[F:11])[CH:7]=[CH:6][C:3]=1[C:4]#[N:5]. Reported procedure: Prepared in 91% yield from 2-chloro-6-trifluoromethylnicotinonitrile and 2-methoxyphenylboronic acid according to the procedure described for Example 153A. MS (ESI−) m/z 279.0 (M+H)+; 1H NMR (CDCl3) δ 3.83 (s, 3H), 7.15 (dd, J=7.5, 7.5 Hz, 1H), 7.25 (d, J=7.8 Hz, 1H), 7.43 (dd, J=7.4, 1.7 Hz, 1H), 7.55-7.63 (m, 2H), 8.12 (d, J=8.1 Hz, 1H), 8.71 (d, J=7.5 Hz, 1H). Starting materials: Brc1ccc2c(c1)CC(N1CCNCC1)c1ccccc1S2, O=C([O-])[O-], Cc1ccccc1, O=C1OCCN1CCCl, [I-], [K+], [K+], [K+], c1ccccc1. The product is O=C1OCCN1CCN1CCN(C2Cc3cc(Br)ccc3Sc3ccccc32)CC1. Reaction SMILES: [Br:1][c:2]1[cH:3][c:4]2[c:5]([cH:21][cH:22]1)[S:6][c:7]1[c:8]([cH:17][cH:18][cH:19][cH:20]1)[CH:9]([N:11]1[CH2:12][CH2:13][NH:14][CH2:15][CH2:16]1)[CH2:10]2.[C:23](=[O:24])([O-:25])[O-:26].[CH3:46][c:47]1[cH:48][cH:49][cH:50][cH:51][cH:52]1.[Cl:31][CH2:32][CH2:33][N:34]1[C:35](=[O:39])[O:36][CH2:37][CH2:38]1.[I-:30].[K+:27].[K+:28].[K+:29].[cH:40]1[cH:41][cH:42][cH:43][cH:44][cH:45]1>>[Br:1][c:2]1[cH:3][c:4]2[c:5]([cH:21][cH:22]1)[S:6][c:7]1[c:8]([cH:17][cH:18][cH:19][cH:20]1)[CH:9]([N:11]1[CH2:12][CH2:13][N:14]([CH2:32][CH2:33][N:34]3[C:35](=[O:39])[O:36][CH2:37][CH2:38]3)[CH2:15][CH2:16]1)[CH2:10]2. Conditions: time 30 minute. Yields the product FC(C(=O)O)(F)F.ClC1=CC=C(C(=O)N2CC(N(C3=C(C2)C=CC(=C3)CCC(=O)N3CCN(CC3)C)CC3=CC=C(C=C3)C(=O)N3CC=CC3)=O)C=C1 (4-(4-chlorobenzoyl)-1-[4-(2,5-dihydro-1H-pyrrol-1-ylcarbonyl)benzyl]-8-[3-(4-methyl-1-piperazinyl)-3-oxopropyl]-1,3,4,5-tetrahydrobenzo[e][1,4]diazepin-2-on trifluoroacetate). Procedure details: 10 mg (0.014 mmol) of 4-(4-chlorobenzoyl)-1-[4-(2,5-dihydro-1H-pyrrol-1-ylcarbonyl)benzyl]-8-[3-oxo-3-(1-piperazinyl)propyl]-1,3,4,5-tetrahydrobenzo[e][1,4]diazepin-2-on trifluoroacetate was dissolved in 2 ml of dichloromethane. 5 mg of paraformaldehyde and 0.005 ml (0.09 mmol) of acetic acid were added to the obtained solution and they were stirred at room temperature for 30 minutes. 24 mg (0.12 mmol) of sodium triacetoxyborohydride was added to the obtained mixture and they were stirred at roo... The solvent is ClCCl (dichloromethane). RXN SMILES: [F:1][C:2]([F:7])([F:6])[C:3]([OH:5])=[O:4].[Cl:8][C:9]1[CH:52]=[CH:51][C:12]([C:13]([N:15]2[CH2:21][C:20]3[CH:22]=[CH:23][C:24]([CH2:26][CH2:27][C:28](=[O:35])[N:29]4[CH2:34][CH2:33][NH:32][CH2:31][CH2:30]4)=[CH:25][C:19]=3[N:18]([CH2:36][C:37]3[CH:42]=[CH:41][C:40]([C:43]([N:45]4[CH2:49][CH:48]=[CH:47][CH2:46]4)=[O:44])=[CH:39][CH:38]=3)[C:17](=[O:50])[CH2:16]2)=[O:14])=[CH:11][CH:10]=1.C=O.[C:55](O)(=O)C.C(O[BH-](OC(=O)C)OC(=O)C)(=O)C.[Na+]>ClCCl>[F:1][C:2]([F:7])([F:6])[C:3]([OH:5])=[O:4].[Cl:8][C:9]1[CH:10]=[CH:11][C:12]([C:13]([N:15]2[CH2:21][C:20]3[CH:22]=[CH:23][C:24]([CH2:26][CH2:27][C:28]([N:29]4[CH2:34][CH2:33][N:32]([CH3:55])[CH2:31][CH2:30]4)=[O:35])=[CH:25][C:19]=3[N:18]([CH2:36][C:37]3[CH:42]=[CH:41][C:40]([C:43]([N:45]4[CH2:46][CH:47]=[CH:48][CH2:49]4)=[O:44])=[CH:39][CH:38]=3)[C:17](=[O:50])[CH2:16]2)=[O:14])=[CH:51][CH:52]=1 |f:0.1,4.5,7.8|. The reactants are C(C)(=O)O[BH-](OC(C)=O)OC(C)=O.[Na+] (sodium triacetoxyborohydride), C=O (paraformaldehyde), C(C)(=O)O (acetic acid), FC(C(=O)O)(F)F.ClC1=CC=C(C(=O)N2CC(N(C3=C(C2)C=CC(=C3)CCC(N3CCNCC3)=O)CC3=CC=C(C=C3)C(=O)N3CC=CC3)=O)C=C1 (4-(4-chlorobenzoyl)-1-[4-(2,5-dihydro-1H-pyrrol-1-ylcarbonyl)benzyl]-8-[3-oxo-3-(1-piperazinyl)propyl]-1,3,4,5-tetrahydrobenzo[e][1,4]diazepin-2-on trifluoroacetate).